From a dataset of the Open Reaction Database (ORD), a public repository of structured organic reaction records. describe an organic reaction: reactants, conditions, products, and yield Reactants: COC(=O)c1cccc(OC(C)c2cccc(CC(C)C)c2)c1, CO, Cl, [Na+], [OH-]. Product: CC(C)Cc1cccc(C(C)Oc2cccc(C(=O)O)c2)c1. Reaction SMILES: [CH2:3]([CH:4]([CH3:5])[CH3:6])[c:7]1[cH:8][c:9]([CH:13]([CH3:14])[O:15][c:16]2[cH:17][c:18]([C:19](=[O:20])[O:21][CH3:22])[cH:23][cH:24][cH:25]2)[cH:10][cH:11][cH:12]1.[CH3:27][OH:28].[ClH:26].[Na+:2].[OH-:1]>>[CH2:3]([CH:4]([CH3:5])[CH3:6])[c:7]1[cH:8][c:9]([CH:13]([CH3:14])[O:15][c:16]2[cH:17][c:18]([C:19](=[O:20])[OH:21])[cH:23][cH:24][cH:25]2)[cH:10][cH:11][cH:12]1. The reactants are [Na+], O=[N+]([O-])[O-], O=S(=O)(O)O, Nc1nc2ccc3[nH]ncc3c2s1. The product is Nc1nc2c([N+](=O)[O-])cc3[nH]ncc3c2s1. RXN SMILES: [Na+:1].[O-:2][N+:3]([O-:4])=[O:5].[S:19](=[O:20])(=[O:21])([OH:22])[OH:23].[s:6]1[c:7]([NH2:18])[n:8][c:9]2[c:10]1[c:11]1[c:12]([cH:13][cH:14]2)[nH:15][n:16][cH:17]1>>[O-:2][N+:3](=[O:5])[c:14]1[c:9]2[n:8][c:7]([NH2:18])[s:6][c:10]2[c:11]2[c:12]([cH:13]1)[nH:15][n:16][cH:17]2. Reactants: CC(C)(CO)Nc1ncc(C(F)(F)F)cc1[N+](=O)[O-], CC(=O)OC(C)=O, c1ccncc1. Product: CC(=O)OCC(C)(C)Nc1ncc(C(F)(F)F)cc1[N+](=O)[O-]. Reaction SMILES: [CH3:1][C:2]([CH2:3][OH:4])([CH3:5])[NH:6][c:7]1[n:8][cH:9][c:10]([C:16]([F:17])([F:18])[F:19])[cH:11][c:12]1[N+:13](=[O:14])[O-:15].[CH3:20][C:21](=[O:22])[O:23][C:24](=[O:25])[CH3:26].[cH:27]1[cH:28][cH:29][n:30][cH:31][cH:32]1>>[CH3:1][C:2]([CH2:3][O:4][C:21]([CH3:20])=[O:22])([CH3:5])[NH:6][c:7]1[n:8][cH:9][c:10]([C:16]([F:17])([F:18])[F:19])[cH:11][c:12]1[N+:13](=[O:14])[O-:15]. Reactants: CCO, CNc1ccccc1CCl, Cl, Sc1ncc[nH]1. Yields the product CNc1ccccc1CSc1ncc[nH]1. RXN SMILES: [CH3:18][CH2:19][OH:20].[CH3:8][NH:9][c:10]1[c:11]([CH2:12][Cl:13])[cH:14][cH:15][cH:16][cH:17]1.[ClH:7].[SH:1][c:2]1[nH:3][cH:4][cH:5][n:6]1>>[S:1]([c:2]1[nH:3][cH:4][cH:5][n:6]1)[CH2:12][c:11]1[c:10]([NH:9][CH3:8])[cH:17][cH:16][cH:15][cH:14]1.